Dataset: the Open Reaction Database (ORD), a public repository of structured organic reaction records. Task: describe an organic reaction: reactants, conditions, products, and yield Starting materials: COC=1C=CC2=C(SC(=C2C(C2=CC=C(C=C2)OC2CN(CC2)CC2=CC=CC=C2)=O)C2=CC=C(C=C2)OC)C1 (6-Methoxy-2-(4-methoxyphenyl)-3-(4-[1-benzylpyrrolidin-3-oxy]benzoyl)benzo[b]thiophene), C(C)S (ethane thiol), [Cl-].[Al+3].[Cl-].[Cl-] (aluminum chloride). The product is OC=1C=CC2=C(SC(=C2C(C2=CC=C(C=C2)OC2CN(CC2)CC2=CC=CC=C2)=O)C2=CC=C(C=C2)O)C1 (6-Hydroxy-2-(4-Hydroxyphenyl)-3-(4-[1-Benzylpyrrolidin-3-oxy]benzoyl)benzo[b]thiophene). The yield is 37.9%. RXN SMILES: C[O:2][C:3]1[CH:4]=[CH:5][C:6]2[C:10]([C:11](=[O:31])[C:12]3[CH:17]=[CH:16][C:15]([O:18][CH:19]4[CH2:23][CH2:22][N:21]([CH2:24][C:25]5[CH:30]=[CH:29][CH:28]=[CH:27][CH:26]=5)[CH2:20]4)=[CH:14][CH:13]=3)=[C:9]([C:32]3[CH:37]=[CH:36][C:35]([O:38]C)=[CH:34][CH:33]=3)[S:8][C:7]=2[CH:40]=1.C(S)C.[Cl-].[Al+3].[Cl-].[Cl-]>>[OH:2][C:3]1[CH:4]=[CH:5][C:6]2[C:10]([C:11](=[O:31])[C:12]3[CH:13]=[CH:14][C:15]([O:18][CH:19]4[CH2:23][CH2:22][N:21]([CH2:24][C:25]5[CH:30]=[CH:29][CH:28]=[CH:27][CH:26]=5)[CH2:20]4)=[CH:16][CH:17]=3)=[C:9]([C:32]3[CH:33]=[CH:34][C:35]([OH:38])=[CH:36][CH:37]=3)[S:8][C:7]=2[CH:40]=1 |f:2.3.4.5|. Procedure details: 6-Methoxy-2-(4-methoxyphenyl)-3-(4-[1-benzylpyrrolidin-3-oxy]benzoyl)benzo[b]thiophene (1.57 g, 2.86 mmol), ethane thiol (14.3 mmol), and aluminum chloride (2.29 g, 17.2 mmol) were converted to 566 mg (38%) of the title compound by the procedure of Example 16. MS(FD) 521(M+). IR (CHCl3) ν max 3300, 3027, 3012, 2981, 1732, 1599, 1469, 1257, 1167. Starting materials: COc1ccc(C(=O)OC(C(=O)O)(C(=O)c2ccc(OC)cc2)C(O)C(=O)O)cc1, COc1cc(C(=O)N2CCC(CCN3CCCN(c4nc5ccccc5[nH]4)CC3)(c3ccccc3)C2)cc(OC)c1OC, [Li]C(C)CC, C=CS(=O)(=O)c1ccccc1, C1CCOC1, O, OCCC1(c2ccccc2)CCNC1. Yields the product COc1cc(C(=O)N2CCC(CCN3CCCN(c4nc5ccccc5n4CCS(=O)(=O)c4ccccc4)CC3)(c3ccccc3)C2)cc(OC)c1OC. RXN SMILES: [C:44]([O:45][C:46]([C:47](=[O:48])[c:49]1[cH:50][cH:51][c:52]([O:53][CH3:54])[cH:55][cH:56]1)([CH:57]([C:58]([OH:59])=[O:60])[OH:61])[C:62]([OH:63])=[O:64])(=[O:65])[c:66]1[cH:67][cH:68][c:69]([O:70][CH3:71])[cH:72][cH:73]1.[CH3:1][O:2][c:3]1[cH:4][c:5]([C:6](=[O:7])[N:8]2[CH2:9][C:10]([c:13]3[cH:14][cH:15][cH:16][cH:17][cH:18]3)([CH2:19][CH2:20][N:21]3[CH2:22][CH2:23][N:24]([c:28]4[n:29][c:30]5[c:31]([nH:32]4)[cH:33][cH:34][cH:35][cH:36]5)[CH2:25][CH2:26][CH2:27]3)[CH2:11][CH2:12]2)[cH:37][c:38]([O:42][CH3:43])[c:39]1[O:40][CH3:41].[CH:88]([Li:89])([CH2:90][CH3:91])[CH3:92].[CH:93](=[CH2:94])[S:95](=[O:96])(=[O:97])[c:98]1[cH:99][cH:100][cH:101][cH:102][cH:103]1.[O:105]1[CH2:106][CH2:107][CH2:108][CH2:109]1.[OH2:104].[c:74]1([C:75]2([CH2:76][CH2:77][OH:78])[CH2:79][CH2:80][NH:81][CH2:82]2)[cH:83][cH:84][cH:85][cH:86][cH:87]1>>[CH3:1][O:2][c:3]1[cH:4][c:5]([C:6](=[O:7])[N:8]2[CH2:9][C:10]([c:13]3[cH:14][cH:15][cH:16][cH:17][cH:18]3)([CH2:19][CH2:20][N:21]3[CH2:22][CH2:23][N:24]([c:28]4[n:29]([CH2:94][CH2:93][S:95](=[O:96])(=[O:97])[c:98]5[cH:99][cH:100][cH:101][cH:102][cH:103]5)[c:30]5[c:31]([n:32]4)[cH:33][cH:34][cH:35][cH:36]5)[CH2:25][CH2:26][CH2:27]3)[CH2:11][CH2:12]2)[cH:37][c:38]([O:42][CH3:43])[c:39]1[O:40][CH3:41]. The yield is 18.9%. Yields the product CC1=C(C=C(C=N1)[N+](=O)[O-])NC2=NC=CC(=N2)C3=CN=CC=C3. The reactants are C1=CC(=CN=C1)C2=NC(=NC=C2)N, CC1=C(C=C(C=N1)[N+](=O)[O-])Br. Run in CC1=CC=CC=C1. Procedure details: Palladium(II) acetate (65.3 mg, 0.29 mmol) and 9,9-dimethyl-4,5-bis(diphenylphosphino)xanthene (336 mg, 0.58 mmol) were mixed together in a reaction vessel and evacuated and purged with nitrogen 3 times. Toluene (35 ml) was added and the resulting mixture was heated to to 50°C for 45 minutes.  To this mixture was added 3-bromo-2-methyl-5-nitropyridine (694 mg, 3.20 mmol), then 4-(pyridin-3-yl)pyrimidin-2-amine (500 mg, 2.91 mmol) and cesium carbonate (1421 mg, 4.36 mmol), and  the resulting mixt... Reagents/catalysts: C(=O)([O-])[O-].[Cs+].[Cs+], CC1(C2=C(C(=CC=C2)P(C3=CC=CC=C3)C4=CC=CC=C4)OC5=C1C=CC=C5P(C6=CC=CC=C6)C7=CC=CC=C7)C, CC(=O)O.CC(=O)O.[Pd]. Conditions: temperature 90 celsius. Starting materials: BrC1=CC=CC(=C1O)C (6-bromo-2-methylphenol), C(C1=CC=CC=C1)Cl (benzyl chloride). The reagents and catalysts are [Zn] (zinc). Reaction conditions: temperature 150 celsius. Product: BrC1=CC(=CC(=C1O)C)CC1=CC=CC=C1 (6-bromo-2-methyl-4-benzylphenol). Yield: 41.2%. Reaction SMILES: [Br:1][C:2]1[C:7]([OH:8])=[C:6]([CH3:9])[CH:5]=[CH:4][CH:3]=1.[CH2:10](Cl)[C:11]1[CH:16]=[CH:15][CH:14]=[CH:13][CH:12]=1>[Zn]>[Br:1][C:2]1[C:7]([OH:8])=[C:6]([CH3:9])[CH:5]=[C:4]([CH2:10][C:11]2[CH:16]=[CH:15][CH:14]=[CH:13][CH:12]=2)[CH:3]=1. Procedure details: 500 g of the so-obtained 6-bromo-2-methylphenol, together with 10 g zinc shavings, are heated to about 100° C. Within 20 minutes 453 g benzyl chloride are added dropwise with stirring and under moisture exclusion. For a further 12 minutes the reaction mixture is heated to 150° C. It is then held a total of 5 hours at the temperature of 150° C. After cooling, the zinc is separated. The reaction product is distilled in a vacuum at 0.03 up to 0.04 Torr. 305 g 6-bromo-2-methyl-4-benzylphenol are obt... Starting materials: C(C)(C)NC(C)C (Diisopropylamine), CCCCCC (hexane), C(CCC)[Li] (n-butyl lithium), ClC1=NC=CC=C1 (2-chloropyridine), C1(CCCCC1)C=O (cyclohexanecarbaldehyde). Run in O1CCCC1 (tetrahydrofuran), O (water). Reaction conditions: temperature -40 celsius, time 1.5 hour. Product: ClC1=NC=CC=C1C(O)C1CCCCC1 (2-chloro-α-cyclohexyl-3-pyridinemethanol-). The yield is 50.2%. As a reaction SMILES: C(NC(C)C)(C)C.CCCCCC.C([Li])CCC.[Cl:19][C:20]1[CH:25]=[CH:24][CH:23]=[CH:22][N:21]=1.[CH:26]1([CH:32]=[O:33])[CH2:31][CH2:30][CH2:29][CH2:28][CH2:27]1>O.O1CCCC1>[Cl:19][C:20]1[C:25]([CH:32]([CH:26]2[CH2:31][CH2:30][CH2:29][CH2:28][CH2:27]2)[OH:33])=[CH:24][CH:23]=[CH:22][N:21]=1. Procedure details: Diisopropylamine (23 ml, 175 mmol) was added to a tetrahydrofuran (500 ml) solution of 1.6 M hexane solution (100 ml, 160 mmol) of n-butyl lithium at -65° C. or lower, and the mixture was warmed up to -40° C. The reaction solution was mixed with 2-chloropyridine (17 g, 150 mmol) at -70° C. or lower and stirred for 1.5 hours at -70° C. or lower. the reaction solution was mixed with cyclohexanecarbaldehyde (17 g, 151 mmol) at -70° C. or lower and stirred for 2 hours at -70° C. or lower. The reacti... Reactants: BrC=1C=C(C(=NC1)N)N (5-bromo-2,3-diaminopyridine), C1(CC1)C(=O)Cl (cyclopropylcarbonyl chloride), ClC(=O)OCC(C)C (isobutyl chloroformate). Yields the product BrC=1C=C2C(=NC1)N(C(=N2)C2CC2)C(=O)OCC(C)C (2-Methylpropyl 6-bromo-2-cyclopropyl-3H-imidazo[4,5-b]pyridine-3-carboxylate). RXN SMILES: [Br:1][C:2]1[CH:3]=[C:4]([NH2:9])[C:5]([NH2:8])=[N:6][CH:7]=1.[CH:10]1([C:13](Cl)=O)[CH2:12][CH2:11]1.Cl[C:17]([O:19][CH2:20][CH:21]([CH3:23])[CH3:22])=[O:18]>>[Br:1][C:2]1[CH:3]=[C:4]2[N:9]=[C:13]([CH:10]3[CH2:11][CH2:12]3)[N:8]([C:17]([O:19][CH2:20][CH:21]([CH3:23])[CH3:22])=[O:18])[C:5]2=[N:6][CH:7]=1. Procedure details: Synthesized according to the method of reagent preparation 19 by using 5-bromo-2,3-diaminopyridine and acylation with cyclopropylcarbonyl chloride in step 1 and treatment with isobutyl chloroformate in step 3. MS (EI) for C14H16BrN3O2: 339 (MH+). Reactants: COC=1C=CC=2N(N1)C=C(N2)C2=CC(=C(C=C2)C)[N+](=O)[O-] (6-methoxy-2-(4-methyl-3-nitrophenyl)imidazo[1,2-b]pyridazine), ClN1C(CCC1=O)=O (N-chlorosuccinimide). Run in O (water), C(=O)(O)[O-].[Na+] (NaHCO3), C(C)#N (acetonitrile). Run at temperature 60 celsius. Yields the product ClC1=C(N=C2N1N=C(C=C2)OC)C2=CC(=C(C=C2)C)[N+](=O)[O-] (3-chloro-6-methoxy-2-(4-methyl-3-nitrophenyl)imidazo[1,2-b]pyridazine). Yield: 98.9%. RXN SMILES: [CH3:1][O:2][C:3]1[CH:4]=[CH:5][C:6]2[N:7]([CH:9]=[C:10]([C:12]3[CH:17]=[CH:16][C:15]([CH3:18])=[C:14]([N+:19]([O-:21])=[O:20])[CH:13]=3)[N:11]=2)[N:8]=1.[Cl:22]N1C(=O)CCC1=O>C(#N)C.O.C([O-])(O)=O.[Na+]>[Cl:22][C:9]1[N:7]2[N:8]=[C:3]([O:2][CH3:1])[CH:4]=[CH:5][C:6]2=[N:11][C:10]=1[C:12]1[CH:17]=[CH:16][C:15]([CH3:18])=[C:14]([N+:19]([O-:21])=[O:20])[CH:13]=1 |f:4.5|. Procedure details: To a stirred solution of 6-methoxy-2-(4-methyl-3-nitrophenyl)imidazo[1,2-b]pyridazine (0.250 g, 0.879 mmol) in acetonitrile (20 mL) is added N-chlorosuccinimide (0.879 mmol) and the mixture is heated at 60° C. for 8 hours. The reaction mixture is diluted with water (50 mL), and sat. aqueous NaHCO3 (50 mL). The precipitate that forms is collected by filtration, washed with water (3×25 mL) and dried under vacuum to give the title compound (0.277 g, 98% yield) as a yellow solid: Rf 0.60 (1:1 EtOAc:... The reactants are ClC1=NC=C(C=C1Cl)[N+](=O)[O-] (2,3dichloro-5-nitropyridine), [I-].[K+] (potassium iodide), C(C)(=O)OCC (ethyl acetate). Solvent: C(C)(=O)O (acetic acid). Yields the product ClC=1C(=NC=C(C1)[N+](=O)[O-])I (3-chloro-2-iodo-5-nitro-pyridine). Isolated yield 91.2%. As a reaction SMILES: Cl[C:2]1[C:7]([Cl:8])=[CH:6][C:5]([N+:9]([O-:11])=[O:10])=[CH:4][N:3]=1.[I-:12].[K+].C(OCC)(=O)C>C(O)(=O)C>[Cl:8][C:7]1[C:2]([I:12])=[N:3][CH:4]=[C:5]([N+:9]([O-:11])=[O:10])[CH:6]=1 |f:1.2|. Procedure: A solution of 2,3dichloro-5-nitropyridine (9.75 g) and potassium iodide (29 g) in acetic acid (120 mL, degassed with nitrogen) was heated to 100° C. for 1.5 hours under nitrogen. The brown solution was cooled to room temperature and then ethyl acetate (300 mL) added. The organic phase was separated and washed with water (2×100 mL) and dilute aqueous sodium sulfite (100 mL). Evaporation of the solvent gave crystalline 3-chloro-2-iodo-5-nitro-pyridine (13.11 g).